Dataset: the Open Reaction Database (ORD), a public repository of structured organic reaction records. Task: describe an organic reaction: reactants, conditions, products, and yield Starting materials: CCO, CC1(c2ccc(N)c([N+](=O)[O-])c2)CCC1. Product: CC1(c2ccc(N)c(N)c2)CCC1. As a reaction SMILES: [CH3:16][CH2:17][OH:18].[CH3:1][C:2]1([c:6]2[cH:7][c:8]([N+:13]([O-:14])=[O:15])[c:9]([NH2:10])[cH:11][cH:12]2)[CH2:3][CH2:4][CH2:5]1>>[CH3:1][C:2]1([c:6]2[cH:7][c:8]([NH2:13])[c:9]([NH2:10])[cH:11][cH:12]2)[CH2:3][CH2:4][CH2:5]1. Starting materials: BrC(C(=O)O)C(C)C (2-Bromo-3-methylbutyric acid), CO (methanol). Yields the product BrC(C(=O)OC)C(C)C (Methyl 2-bromo-3-methylbutyrate). Reaction SMILES: [Br:1][CH:2]([CH:6]([CH3:8])[CH3:7])[C:3]([OH:5])=[O:4].[CH3:9]O>>[Br:1][CH:2]([CH:6]([CH3:8])[CH3:7])[C:3]([O:5][CH3:9])=[O:4]. Reported procedure: 2-Bromo-3-methylbutyric acid (3.65 g, 20 mmole) was esterified in refluxing methanol containing 2 mL concentrated sulfuric acid for 22 hours. After cooling to room temperature, volatiles were evaporated and the residue was taken up in 50 mL of water and extracted with Et2O. The ether layer was washed with 5% aq. NaHCO3, water brine, and dried over Na2SO4. The desired material was obtained after filtration and removal of volatiles; homogeneous by TLC in 4/1 hexane/EtOAc. Starting materials: ClC1=CC(=C(C=C1)[N+](=O)[O-])OC (4-chloro-2-(methyloxy)-1-nitrobenzene), N1=CC=C(C=C1)B(O)O (4-pyridylboronic acid), C(=O)([O-])[O-].[Na+].[Na+] (Na2CO3). Reagents/catalysts: Cl[Pd]([P](C1=CC=CC=C1)(C2=CC=CC=C2)C3=CC=CC=C3)([P](C4=CC=CC=C4)(C5=CC=CC=C5)C6=CC=CC=C6)Cl (PdCl2(PPh3)2). The solvent is O1CCOCC1 (dioxane). Conditions: temperature 102 celsius. Product: COC=1C=C(C=CC1[N+](=O)[O-])C1=CC=NC=C1 (4-[3-(methyloxy)-4-nitrophenyl]pyridine). Isolated yield 79.9%. Reaction SMILES: Cl[C:2]1[CH:7]=[CH:6][C:5]([N+:8]([O-:10])=[O:9])=[C:4]([O:11][CH3:12])[CH:3]=1.[N:13]1[CH:18]=[CH:17][C:16](B(O)O)=[CH:15][CH:14]=1.C([O-])([O-])=O.[Na+].[Na+]>O1CCOCC1.Cl[Pd](Cl)([P](C1C=CC=CC=1)(C1C=CC=CC=1)C1C=CC=CC=1)[P](C1C=CC=CC=1)(C1C=CC=CC=1)C1C=CC=CC=1>[CH3:12][O:11][C:4]1[CH:3]=[C:2]([C:16]2[CH:17]=[CH:18][N:13]=[CH:14][CH:15]=2)[CH:7]=[CH:6][C:5]=1[N+:8]([O-:10])=[O:9] |f:2.3.4,^1:36,55|. Reported procedure: A solution of 4-chloro-2-(methyloxy)-1-nitrobenzene (34.7 g, 184.8 mmol), PdCl2(PPh3)2 (6.5 g, 9.24 mmol) and 4-pyridylboronic acid (25.0 g, 203.2 mmol) in dioxane was deoxygenated by bubbling with N2 (g) for ca 15 min. To this solution was added degassed 3.0 N Na2CO3 (aq) (203 mL, 3.0 equiv.) and the resulting slurry was warmed to 102° C. for 4 h. The dioxane was removed under reduced pressure and the solids were dissolved in EtOAc and washed twice with brine. The organic layer was dried over N... Starting materials: C(C)NC(OC=1C(=C2C(=NC=NN2C1)OC1=C(C=C(C=C1)N)F)C)=O (4-(4-amino-2-fluorophenoxy)-5-methylpyrrolo[2,1-f][1,2,4]triazin-6-yl ethylcarbamate), FC1=CC=C(C=C1)CC(=O)N=C=O (2-(4-fluorophenyl)acetyl isocyanate). Run in C(Cl)Cl (CH2Cl2). Reaction conditions: time 1 hour. Yields the product C(C)NC(OC=1C(=C2C(=NC=NN2C1)OC1=C(C=C(C=C1)NC(=O)NC(CC1=CC=C(C=C1)F)=O)F)C)=O (4-(2-Fluoro-4-(3-(2-(4-fluorophenyl)acetyl)ureido)phenoxy)-5-methylpyrrolo[2,1-f][1,2,4]triazin-6-yl ethylcarbamate). Reaction SMILES: [CH2:1]([NH:3][C:4](=[O:25])[O:5][C:6]1[C:7]([CH3:24])=[C:8]2[N:13]([CH:14]=1)[N:12]=[CH:11][N:10]=[C:9]2[O:15][C:16]1[CH:21]=[CH:20][C:19]([NH2:22])=[CH:18][C:17]=1[F:23])[CH3:2].[F:26][C:27]1[CH:32]=[CH:31][C:30]([CH2:33][C:34]([N:36]=[C:37]=[O:38])=[O:35])=[CH:29][CH:28]=1>C(Cl)Cl>[CH2:1]([NH:3][C:4](=[O:25])[O:5][C:6]1[C:7]([CH3:24])=[C:8]2[N:13]([CH:14]=1)[N:12]=[CH:11][N:10]=[C:9]2[O:15][C:16]1[CH:21]=[CH:20][C:19]([NH:22][C:37]([NH:36][C:34](=[O:35])[CH2:33][C:30]2[CH:31]=[CH:32][C:27]([F:26])=[CH:28][CH:29]=2)=[O:38])=[CH:18][C:17]=1[F:23])[CH3:2]. Procedure: To a solution of 4-(4-amino-2-fluorophenoxy)-5-methylpyrrolo[2,1-f][1,2,4]triazin-6-yl ethylcarbamate (10 mg, 0.029 mmol) in CH2Cl2 (1 mL) was added a solution of 2-(4-fluorophenyl)acetyl isocyanate (2 mL, 0.25 M in dichloroethane). The reaction was stirred at room temperature for 1 h, LC/MS analysis indicated consumption of starting carbamate. The mixture was concentrated in vacuo and the residue was suspended in methanol and filtered to give the title compound. The filtrate was purified by fla... Starting materials: FC1=CC=C(C=C1)C(C(=O)O)C1=CC=C(C=C1)F (bis(4-fluorophenyl)acetic acid), NCCCN1CCC(CC1)C=1C=C(C=CC1)NC(C)=O (N-{3-[1-(3-aminopropyl)-4-piperidinyl]phenyl}acetamide). Yields the product C(C)(=O)NC=1C=C(C=CC1)C1CCN(CC1)CCCNC(C(C1=CC=C(C=C1)F)C1=CC=C(C=C1)F)=O (N-(3-{4-[3-(acetylamino)phenyl]-1-piperidinyl}propyl)-2,2-bis(4-fluorophenyl)acetamide). RXN SMILES: [F:1][C:2]1[CH:7]=[CH:6][C:5]([CH:8]([C:12]2[CH:17]=[CH:16][C:15]([F:18])=[CH:14][CH:13]=2)[C:9]([OH:11])=O)=[CH:4][CH:3]=1.[NH2:19][CH2:20][CH2:21][CH2:22][N:23]1[CH2:28][CH2:27][CH:26]([C:29]2[CH:30]=[C:31]([NH:35][C:36](=[O:38])[CH3:37])[CH:32]=[CH:33][CH:34]=2)[CH2:25][CH2:24]1>>[C:36]([NH:35][C:31]1[CH:30]=[C:29]([CH:26]2[CH2:27][CH2:28][N:23]([CH2:22][CH2:21][CH2:20][NH:19][C:9](=[O:11])[CH:8]([C:5]3[CH:4]=[CH:3][C:2]([F:1])=[CH:7][CH:6]=3)[C:12]3[CH:17]=[CH:16][C:15]([F:18])=[CH:14][CH:13]=3)[CH2:24][CH2:25]2)[CH:34]=[CH:33][CH:32]=1)(=[O:38])[CH3:37]. Procedure details: Example 28 was prepared from bis(4-fluorophenyl)acetic acid and N-{3-[1-(3-aminopropyl)-4-piperidinyl]phenyl}acetamide according to the procedures described in Scheme 10: 1H NMR (400 MHz, CDCl3) δ 8.25 (s, 1H), 7.83 (br s, 1H), 7.41–7.85 (m, 12H), 4.90 (s, 1H), 3.36 (dd, 2H, J=5.6, 12.0 Hz), 3.18 (d, 2H, J=11.6 Hz), 2.69 (t, 2H, J=6.4 Hz), 2.53 (m, 1H), 2.34 (m, 2H), 2.15 (s, 3H), 1.96–1.79 (m, 6H); ESMS m/e: 506.4 (M+H)+. Reactants: CN(C(=O)C1=CC2=C(N=C(N=C2)NC2=NC=C(C=C2)C=O)N1C1CCCC1)C (7-cyclopentyl-2-(5-formyl-pyridin-2-ylamino)-7H-pyrrolo[2,3-d]pyrimidine-6-carboxylic acid dimethylamide), CN1CCNCC1 (N-methyl piperazine). Product: CN(C(=O)C1=CC2=C(N=C(N=C2)NC2=NC=C(C=C2)CN2CCN(CC2)C)N1C1CCCC1)C (7-cyclopentyl-2-[5-(4-methyl-piperazin-1-ylmethyl)-pyridin-2-ylamino]-7H-pyrrolo[2,3-d]pyrimidine-6-carboxylic acid dimethylamide), solid. Isolated yield 60.0%. RXN SMILES: [CH3:1][N:2]([CH3:28])[C:3]([C:5]1[N:22]([CH:23]2[CH2:27][CH2:26][CH2:25][CH2:24]2)[C:8]2[N:9]=[C:10]([NH:13][C:14]3[CH:19]=[CH:18][C:17]([CH:20]=O)=[CH:16][N:15]=3)[N:11]=[CH:12][C:7]=2[CH:6]=1)=[O:4].[CH3:29][N:30]1[CH2:35][CH2:34][NH:33][CH2:32][CH2:31]1>>[CH3:1][N:2]([CH3:28])[C:3]([C:5]1[N:22]([CH:23]2[CH2:27][CH2:26][CH2:25][CH2:24]2)[C:8]2[N:9]=[C:10]([NH:13][C:14]3[CH:19]=[CH:18][C:17]([CH2:20][N:33]4[CH2:34][CH2:35][N:30]([CH3:29])[CH2:31][CH2:32]4)=[CH:16][N:15]=3)[N:11]=[CH:12][C:7]=2[CH:6]=1)=[O:4]. Procedure: Following General Procedure B, 7-cyclopentyl-2-(5-formyl-pyridin-2-ylamino)-7H-pyrrolo[2,3-d]pyrimidine-6-carboxylic acid dimethylamide (0.2 g, 0.529 mmol) and N-methyl piperazine (58 mg, 0.582 mmol) gave 7-cyclopentyl-2-[5-(4-methyl-piperazin-1-ylmethyl)-pyridin-2-ylamino]-7H-pyrrolo[2,3-d]pyrimidine-6-carboxylic acid dimethylamide as a white off solid (0.144 g, 60%) [following further purification by SiO2 chromatography, eluting with 2-5% (2N NH3 in MeOH/dichloromethane]. MS (ESI) m/z 463.3 (M...